From a dataset of the Open Reaction Database (ORD), a public repository of structured organic reaction records. describe an organic reaction: reactants, conditions, products, and yield The reactants are O[C@@H]1CC[C@H](CC1)N1C=2N(C(=C(C1=O)CC1=CC=C(C=C1)C=1C(=CC=CC1)C#N)CCC)N=C(N2)C (4′-{[4-(trans-4-hydroxycyclohexyl)-2-methyl-5-oxo-7-propyl-4,5-dihydro[1,2,4]triazolo[1,5-a]pyrimidin-6-yl]methyl}biphenyl-2-carbonitrile), CS(=O)C (dimethyl sulfoxide), C(C)(=O)OC(C)=O (acetic anhydride). Run in O (water). Run at time 17 hour. The product is CC1=NN2C(N(C(C(=C2CCC)CC2=CC=C(C=C2)C=2C(=CC=CC2)C#N)=O)[C@@H]2CC[C@H](CC2)OCSC)=N1 (4′-[(2-methyl-4-{trans-4-[(methylsulfanyl)methoxy]cyclohexyl}-5-oxo-7-propyl-4,5-dihydro[1,2,4]triazolo[1,5-a]pyrimidin-6-yl)methyl]biphenyl-2-carbonitrile). The yield is 49.0%. RXN SMILES: [OH:1][C@H:2]1[CH2:7][CH2:6][C@H:5]([N:8]2[C:13](=[O:14])[C:12]([CH2:15][C:16]3[CH:21]=[CH:20][C:19]([C:22]4[C:23]([C:28]#[N:29])=[CH:24][CH:25]=[CH:26][CH:27]=4)=[CH:18][CH:17]=3)=[C:11]([CH2:30][CH2:31][CH3:32])[N:10]3[N:33]=[C:34]([CH3:36])[N:35]=[C:9]23)[CH2:4][CH2:3]1.[CH3:37][S:38]([CH3:40])=O.C(OC(=O)C)(=O)C>O>[CH3:36][C:34]1[N:35]=[C:9]2[N:8]([C@H:5]3[CH2:6][CH2:7][C@H:2]([O:1][CH2:37][S:38][CH3:40])[CH2:3][CH2:4]3)[C:13](=[O:14])[C:12]([CH2:15][C:16]3[CH:21]=[CH:20][C:19]([C:22]4[C:23]([C:28]#[N:29])=[CH:24][CH:25]=[CH:26][CH:27]=4)=[CH:18][CH:17]=3)=[C:11]([CH2:30][CH2:31][CH3:32])[N:10]2[N:33]=1. Reported procedure: A mixture of 4′-{[4-(trans-4-hydroxycyclohexyl)-2-methyl-5-oxo-7-propyl-4,5-dihydro[1,2,4]triazolo[1,5-a]pyrimidin-6-yl]methyl}biphenyl-2-carbonitrile (1.5 g), dimethyl sulfoxide (45 mL) and acetic anhydride (15 mL) was stirred at room temperature for 17 hr. The reaction mixture was added to water, and the mixture was extracted with ethyl acetate. The organic layer was washed with saturated aqueous sodium hydrogen carbonate solution and then with saturated brine, and dried over anhydrous magnesi... Reactants: C1(=C(C=CC=C1)NC(=S)NC)C1=CC=CC=C1 (N-(2-biphenylyl)-N'-methylthiourea), CI (methyl iodide). Run in CC(=O)C (acetone). Product: I.C1(=C(C=CC=C1)NC(SC)=NC)C1=CC=CC=C1 (1-(2-biphenylyl)-2,3-dimethyl-2-thiopseudourea hydriodide). As a reaction SMILES: [C:1]1([C:12]2[CH:17]=[CH:16][CH:15]=[CH:14][CH:13]=2)[CH:6]=[CH:5][CH:4]=[CH:3][C:2]=1[NH:7][C:8]([NH:10][CH3:11])=[S:9].[CH3:18][I:19]>CC(C)=O>[IH:19].[C:1]1([C:12]2[CH:17]=[CH:16][CH:15]=[CH:14][CH:13]=2)[CH:6]=[CH:5][CH:4]=[CH:3][C:2]=1[NH:7][C:8](=[N:10][CH3:11])[S:9][CH3:18] |f:3.4|. Reported procedure: A mixture of N-(2-biphenylyl)-N'-methylthiourea (10.5 g), methyl iodide (6.8 g) and acetone (75 ml) was heated under reflux for 2.5 hours to give 1-(2-biphenylyl)-2,3-dimethyl-2-thiopseudourea hydriodide. The reactants are N(N)C1=NC2=C(C(=NC1)C1=C(C=CC=C1)Cl)C=CC=C2 (2-hydrazino-5-(o-chlorophenyl)-3H-1,4-benzodiazepine), ClCC(C)=O (chloropropanone). The product is ClCC(C)=NNC1=NC2=C(C(=NC1)C1=C(C=CC=C1)Cl)C=CC=C2 (2-[(2-chloro-1-methylethylidene)hydrazino]-5-(o-chlorophenyl)-3H-1,4-benzodiazepine). RXN SMILES: [NH:1]([C:3]1[CH2:9][N:8]=[C:7]([C:10]2[CH:15]=[CH:14][CH:13]=[CH:12][C:11]=2[Cl:16])[C:6]2[CH:17]=[CH:18][CH:19]=[CH:20][C:5]=2[N:4]=1)[NH2:2].[Cl:21][CH2:22][C:23](=O)[CH3:24]>>[Cl:21][CH2:22][C:23](=[N:2][NH:1][C:3]1[CH2:9][N:8]=[C:7]([C:10]2[CH:15]=[CH:14][CH:13]=[CH:12][C:11]=2[Cl:16])[C:6]2[CH:17]=[CH:18][CH:19]=[CH:20][C:5]=2[N:4]=1)[CH3:24]. Procedure: In the manner given in Example 1, 2-hydrazino-5-(o-chlorophenyl)-3H-1,4-benzodiazepine can be reacted with chloropropanone to give 2-[(2-chloro-1-methylethylidene)hydrazino]-5-(o-chlorophenyl)-3H-1,4-benzodiazepine. The reactants are OCCCCCl, Cl, C1=COCCC1. The product is ClCCCCOC1CCCCO1. As a reaction SMILES: [Cl:7][CH2:8][CH2:9][CH2:10][CH2:11][OH:12].[ClH:13].[O:1]1[CH2:2][CH2:3][CH2:4][CH:5]=[CH:6]1>>[O:1]1[CH2:2][CH2:3][CH2:4][CH2:5][CH:6]1[O:12][CH2:11][CH2:10][CH2:9][CH2:8][Cl:7]. Starting materials: phase, OC=1C2=C(C=CC1)OC(C1=C3C(=CC(NC3=CC=C12)(C)C)C)=O (10-hydroxy-2,2,4-trimethyl-1,2-dihydro-5H-chromeno[3,4-f]quinolin-5-one), CC(C)(C)[Si](C)(C)Cl (TBSCl), 5L, CC(C)(C)[O-].[K+] (t-BuOK), CCOC(=O)C.CCCCCCC (EtOAc heptane). The solvent is CC#N (CH3CN), O (H2O), C1CCOC1 (THF). Reaction conditions: temperature 0 celsius, time 30 minute. Product: [Si](C)(C)(C(C)(C)C)OC=1C2=C(C=CC1)OC(C1=C3C(=CC(NC3=CC=C12)(C)C)C)=O (10-{[tert-butyl(dimethyl)silyl]oxyl-}-2,2,4-trimethyl-1,2-dihydro-5H-chromeno[3,4-f]quinolin-5-one). As a reaction SMILES: [OH:1][C:2]1[C:3]2[C:19]3[C:10](=[C:11]4[C:16](=[CH:17][CH:18]=3)[NH:15][C:14]([CH3:21])([CH3:20])[CH:13]=[C:12]4[CH3:22])[C:9](=[O:23])[O:8][C:4]=2[CH:5]=[CH:6][CH:7]=1.CC([O-])(C)C.[K+].[CH3:30][C:31]([Si:34](Cl)([CH3:36])[CH3:35])([CH3:33])[CH3:32].CCOC(C)=O.CCCCCCC>C1COCC1.CC#N.O>[Si:34]([O:1][C:2]1[C:3]2[C:19]3[C:10](=[C:11]4[C:16](=[CH:17][CH:18]=3)[NH:15][C:14]([CH3:20])([CH3:21])[CH:13]=[C:12]4[CH3:22])[C:9](=[O:23])[O:8][C:4]=2[CH:5]=[CH:6][CH:7]=1)([C:31]([CH3:33])([CH3:32])[CH3:30])([CH3:36])[CH3:35] |f:1.2,4.5|. Procedure: 10-hydroxy-2,2,4-trimethyl-1,2-dihydro-5H-chromeno[3,4-f]quinolin-5-one (HCl salt) (131.6 g), prepared as described in WO99/41256, in THF (2.6L) in a 5L 4-necked flask fitted with N2 inlet, temperature probe and overhead stirrer was treated with t-BuOK in approximately 20 g portions over 15 minutes (103.4 g total) at 0° C. under a N2 atmosphere. The cooled reaction mixture was stirred for 30 minutes. The mixture was treated with TBSCl in approximately 20 g portions over 15 minutes. The reaction ... Starting materials: Cl.ClC=1N=C(NC1C1=CC=C(C=C1)NC(OC)=O)[C@H]1NC[C@H](C1)C1CCN(CC1)S(=O)(=O)C (methyl [4-(4-chloro-2-{(2S,4R)-4-[1-(methylsulfonyl)-4-piperidinyl]-2-pyrrolidinyl}-1H-imidazol-5-yl)phenyl]carbamate hydrochloride), CC(C)(C)OC(=O)NC(NC1=CC=C(C(=O)O)C=C1)=NC(=O)OC(C)(C)C (4-(N′,N″-bis{[(2-methyl-2-propanyl)oxy]carbonyl}carbamimidamido)benzoic acid). Yields the product CC(C)(C)OC(=O)NC(NC1=CC=C(C(=O)N2[C@H](C[C@H](C2)C2CCN(CC2)S(=O)(=O)C)C=2NC(=C(N2)Cl)C2=CC=C(C=C2)NC(OC)=O)C=C1)=NC(=O)OC(C)(C)C (methyl [4-(2-{(2R,4S)-1-[4-(N′,N″-bis{[(2-methyl-2-propanyl)oxy]carbonyl}carbamimidamido)benzoyl]-4-[1-(methylsulfonyl)-4-piperidinyl]-2-pyrrolidinyl}-4-chloro-1H-imidazol-5-yl)phenyl]carbamate). Reaction SMILES: Cl.[Cl:2][C:3]1[N:4]=[C:5]([C@@H:19]2[CH2:23][C@H:22]([CH:24]3[CH2:29][CH2:28][N:27]([S:30]([CH3:33])(=[O:32])=[O:31])[CH2:26][CH2:25]3)[CH2:21][NH:20]2)[NH:6][C:7]=1[C:8]1[CH:13]=[CH:12][C:11]([NH:14][C:15](=[O:18])[O:16][CH3:17])=[CH:10][CH:9]=1.[CH3:34][C:35]([O:38][C:39]([NH:41][C:42](=[N:53][C:54]([O:56][C:57]([CH3:60])([CH3:59])[CH3:58])=[O:55])[NH:43][C:44]1[CH:52]=[CH:51][C:47]([C:48](O)=[O:49])=[CH:46][CH:45]=1)=[O:40])([CH3:37])[CH3:36]>>[CH3:60][C:57]([O:56][C:54]([NH:53][C:42](=[N:41][C:39]([O:38][C:35]([CH3:37])([CH3:36])[CH3:34])=[O:40])[NH:43][C:44]1[CH:52]=[CH:51][C:47]([C:48]([N:20]2[CH2:21][C@H:22]([CH:24]3[CH2:29][CH2:28][N:27]([S:30]([CH3:33])(=[O:32])=[O:31])[CH2:26][CH2:25]3)[CH2:23][C@@H:19]2[C:5]2[NH:6][C:7]([C:8]3[CH:13]=[CH:12][C:11]([NH:14][C:15](=[O:18])[O:16][CH3:17])=[CH:10][CH:9]=3)=[C:3]([Cl:2])[N:4]=2)=[O:49])=[CH:46][CH:45]=1)=[O:55])([CH3:58])[CH3:59] |f:0.1|. Procedure details: The compound prepared in Example 67 was treated with the compound prepared in Example 10 following the procedure described in Example 8 to give the title compound as a light brown solid. Starting materials: COC(=O)c1c(Cl)cc(Br)cc1CBr, CCOC(C)=O, Cc1ccccc1, CCCCCC, NCc1ccc(Cl)cc1, [K+], [K+], O=C([O-])[O-]. Product: O=C1c2c(Cl)cc(Br)cc2CN1Cc1ccc(Cl)cc1. As a reaction SMILES: [CH3:1][O:2][C:3]([c:4]1[c:5]([CH2:12][Br:13])[cH:6][c:7]([Br:11])[cH:8][c:9]1[Cl:10])=[O:14].[CH3:30][CH2:31][O:32][C:33](=[O:34])[CH3:35].[CH3:36][c:37]1[cH:38][cH:39][cH:40][cH:41][cH:42]1.[CH3:43][CH2:44][CH2:45][CH2:46][CH2:47][CH3:48].[Cl:15][c:16]1[cH:17][cH:18][c:19]([CH2:20][NH2:21])[cH:22][cH:23]1.[K+:24].[K+:25].[O-:26][C:27]([O-:28])=[O:29]>>[C:3]1(=[O:14])[c:4]2[c:5]([cH:6][c:7]([Br:11])[cH:8][c:9]2[Cl:10])[CH2:12][N:21]1[CH2:20][c:19]1[cH:18][cH:17][c:16]([Cl:15])[cH:23][cH:22]1. The reactants are FC1=C(CC2(CN(CCC2)NC(=O)C=2C=C3C(=NN(C3=CC2)C(C2=CC=CC=C2)(C2=CC=CC=C2)C2=CC=CC=C2)C2=CC(=NC=C2)C)CO)C=CC=C1 (N-(3-(2-fluorobenzyl)-3-(hydroxymethyl)piperidin-1-yl)-3-(2-methylpyridin-4-yl)-1-trityl-1H-indazole-5-carboxamide), FC(C(=O)O)(F)F (trifluoroacetic acid), C(C)[SiH](CC)CC (triethylsilane). Run at time 15 minute. Product: FC1=C(CC2(CN(CCC2)NC(=O)C=2C=C3C(=NNC3=CC2)C2=CC(=NC=C2)C)CO)C=CC=C1 (N-(3-(2-Fluorobenzyl)-3-(hydroxymethyl)piperidin-1-yl)-3-(2-methylpyridin-4-yl)-1H-indazole-5-carboxamide). RXN SMILES: [F:1][C:2]1[CH:54]=[CH:53][CH:52]=[CH:51][C:3]=1[CH2:4][C:5]1([CH2:49][OH:50])[CH2:10][CH2:9][CH2:8][N:7]([NH:11][C:12]([C:14]2[CH:15]=[C:16]3[C:20](=[CH:21][CH:22]=2)[N:19](C(C2C=CC=CC=2)(C2C=CC=CC=2)C2C=CC=CC=2)[N:18]=[C:17]3[C:42]2[CH:47]=[CH:46][N:45]=[C:44]([CH3:48])[CH:43]=2)=[O:13])[CH2:6]1.FC(F)(F)C(O)=O.C([SiH](CC)CC)C>>[F:1][C:2]1[CH:54]=[CH:53][CH:52]=[CH:51][C:3]=1[CH2:4][C:5]1([CH2:49][OH:50])[CH2:10][CH2:9][CH2:8][N:7]([NH:11][C:12]([C:14]2[CH:15]=[C:16]3[C:20](=[CH:21][CH:22]=2)[NH:19][N:18]=[C:17]3[C:42]2[CH:47]=[CH:46][N:45]=[C:44]([CH3:48])[CH:43]=2)=[O:13])[CH2:6]1. Procedure details: In a flask, N-(3-(2-fluorobenzyl)-3-(hydroxymethyl)piperidin-1-yl)-3-(2-methylpyridin-4-yl)-1-trityl-1H-indazole-5-carboxamide (crude, from previous step) was reacted with trifluoroacetic acid (3 mL) for 1 hour. After reaction completion triethylsilane (0.1 mL) was added, and the reaction was stirred for an additional 15 minutes. The reaction was concentrated and rinsed with diethyl ether. The resulting remaining precipitate was dried and further purified using HPLC to give the titled compound. ... Reactants: CCCCOc1ccc(S(=O)(=O)N2CC(N(CC(O)COc3ccc(O)cc3)C(=O)OC(C)(C)C)C2)cc1, ClCCl, O=C(O)C(F)(F)F. The product is CCCCOc1ccc(S(=O)(=O)N2CC(NCC(O)COc3ccc(O)cc3)C2)cc1. As a reaction SMILES: [C:1]([O:2][C:3](=[O:4])[N:7]([CH2:8][CH:9]([CH2:10][O:11][c:12]1[cH:13][cH:14][c:15]([OH:18])[cH:16][cH:17]1)[OH:19])[CH:20]1[CH2:21][N:22]([S:24](=[O:25])(=[O:26])[c:27]2[cH:28][cH:29][c:30]([O:33][CH2:34][CH2:35][CH2:36][CH3:37])[cH:31][cH:32]2)[CH2:23]1)([CH3:5])([CH3:6])[CH3:38].[Cl:46][CH2:47][Cl:48].[OH:39][C:40]([C:41]([F:42])([F:43])[F:44])=[O:45]>>[NH:7]([CH2:8][CH:9]([CH2:10][O:11][c:12]1[cH:13][cH:14][c:15]([OH:18])[cH:16][cH:17]1)[OH:19])[CH:20]1[CH2:21][N:22]([S:24](=[O:25])(=[O:26])[c:27]2[cH:28][cH:29][c:30]([O:33][CH2:34][CH2:35][CH2:36][CH3:37])[cH:31][cH:32]2)[CH2:23]1. The reactants are C[C@]12CCCCC1=CC[C@@H]3[C@@H]2CC[C@]4([C@H]3C[C@H](C4=O)F)C.CCOCCOCCO (fluasterone carbitol), C(C(F)(F)F)(OC(F)F)Cl (Isoflurane), CN1[C@@H]2CC[C@H]1C[C@H](C2)OC(=O)C(CO)C=3C=CC=CC3 (atropine), CC=1C=CC=C(C1NC2=NCCCS2)C (xylazine), C[C@]12CCCCC1=CC[C@@H]3[C@@H]2CC[C@]4([C@H]3C[C@H](C4=O)F)C.CCOCCOCCO (fluasterone carbitol), solution, CNC1(CCCCC1=O)C=2C=CC=CC2Cl (ketamine), C[C@]12CCCCC1=CC[C@@H]3[C@@H]2CC[C@]4([C@H]3C[C@H](C4=O)F)C.CCOCCOCCO (fluasterone carbitol). Run in CC(=O)C (acetone). Run at time 30 minute. Product: C[C@]12CCCCC1=CC[C@@H]3[C@@H]2CC[C@]4([C@H]3C[C@H](C4=O)F)C (Fluasterone). As a reaction SMILES: C(Cl)(OC(F)F)C(F)(F)F.CNC1(C2C=CC=CC=2Cl)C(=O)CCCC1.CC1C=CC=C(C)C=1NC1SCCCN=1.CN1[C@@H]2C[C@@H](OC(C(C3C=CC=CC=3)CO)=O)C[C@H]1CC2.[CH3:63][C@@:64]12[C@H:73]3[CH2:74][CH2:75][C@:76]4([CH3:83])[C:80](=[O:81])[C@H:79]([F:82])[CH2:78][C@H:77]4[C@@H:72]3[CH2:71][CH:70]=[C:69]1[CH2:68][CH2:67][CH2:66][CH2:65]2.CCOCCOCCO>CC(C)=O>[CH3:63][C@@:64]12[C@H:73]3[CH2:74][CH2:75][C@:76]4([CH3:83])[C:80](=[O:81])[C@H:79]([F:82])[CH2:78][C@H:77]4[C@@H:72]3[CH2:71][CH:70]=[C:69]1[CH2:68][CH2:67][CH2:66][CH2:65]2 |f:4.5|. Procedure details: The mice were anesthetized with Isoflurane, and then were given an intramuscular injection of 0.1 mL solution of ketamine (50 mg/kg), xylazine (10 mg/kg) and atropine (0.1 mg/kg). Approximately 10 minutes after the i.m. injection (after the mice could not turn over when placed on their backs), the mice were treated with 10 μL of a 12.5 mg/mL fluasterone/carbitol solution to give a dose of 5 mg/kg. The mice were anesthetized and on their backs for approximately 30 minutes after application of flu...